This data is from the Open Reaction Database (ORD), a public repository of structured organic reaction records. The task is: describe an organic reaction: reactants, conditions, products, and yield The reactants are CC(=O)c1cc2cccc(OCC(O)CCl)c2o1, COc1ccccc1N1CCNCC1, C1COCCO1. Product: COc1ccccc1N1CCN(CC(O)COc2cccc3cc(C(C)=O)oc23)CC1. Reaction SMILES: [C:1]([CH3:2])(=[O:3])[c:4]1[o:5][c:6]2[c:7]([cH:8]1)[cH:9][cH:10][cH:11][c:12]2[O:13][CH2:14][CH:15]([CH2:16][Cl:17])[OH:18].[CH3:19][O:20][c:21]1[c:22]([N:27]2[CH2:28][CH2:29][NH:30][CH2:31][CH2:32]2)[cH:23][cH:24][cH:25][cH:26]1.[O:33]1[CH2:34][CH2:35][O:36][CH2:37][CH2:38]1>>[C:1]([CH3:2])(=[O:3])[c:4]1[o:5][c:6]2[c:7]([cH:8]1)[cH:9][cH:10][cH:11][c:12]2[O:13][CH2:14][CH:15]([CH2:16][N:30]1[CH2:29][CH2:28][N:27]([c:22]2[c:21]([O:20][CH3:19])[cH:26][cH:25][cH:24][cH:23]2)[CH2:32][CH2:31]1)[OH:18]. The reactants are C1CCOC1, Cl, Cn1nnnc1C(C=CC1CC(CC(=O)O)OC(C)(C)O1)=C(c1ccc(F)cc1)c1ccc(F)cc1. Yields the product Cn1nnnc1C(C=CC1CC(O)CC(=O)O1)=C(c1ccc(F)cc1)c1ccc(F)cc1. RXN SMILES: [CH2:37]1[O:38][CH2:39][CH2:40][CH2:41]1.[ClH:42].[F:1][c:2]1[cH:3][cH:4][c:5]([C:8](=[C:9]([CH:10]=[CH:11][CH:12]2[CH2:13][CH:14]([CH2:20][C:21](=[O:22])[OH:23])[O:15][C:16]([CH3:18])([CH3:19])[O:17]2)[c:24]2[n:25][n:26][n:27][n:28]2[CH3:29])[c:30]2[cH:31][cH:32][c:33]([F:36])[cH:34][cH:35]2)[cH:6][cH:7]1>>[F:1][c:2]1[cH:3][cH:4][c:5]([C:8](=[C:9]([CH:10]=[CH:11][CH:12]2[CH2:13][CH:14]([OH:15])[CH2:20][C:21](=[O:22])[O:17]2)[c:24]2[n:25][n:26][n:27][n:28]2[CH3:29])[c:30]2[cH:31][cH:32][c:33]([F:36])[cH:34][cH:35]2)[cH:6][cH:7]1. The reactants are S(=O)(Cl)Cl (Thionyl chloride), C(C1=CC=CC=C1)OC=1C=C(C=CC1OCC1=CC=CC=C1)[C@@H]1N(C(C2=CC(=C(C=C2[C@@H]1C(=O)O)OC)OC)=O)C (cis-3-(3′,4′-Dibenzyloxyphenyl)-4-carboxy-3,4-dihydro-N-methyl-6,7-dimethoxy-1-(2H)-isoquinolone). Run in C1=CC=CC=C1 (benzene). Run at time 15 minute. Yields the product C(C1=CC=CC=C1)OC=1C(=CC=2C(C3=C(N(C(C4=CC(=C(C=C34)OC)OC)=O)C)C2C1)=O)OCC1=CC=CC=C1 (8,9-Dibenzyloxy-5,6-dihydro-5,11-diketo-6-methyl-2,3-dimethoxy-11H-indeno[1,2-c]isoquinoline). Yield: 63.9%. RXN SMILES: S(Cl)(Cl)=O.[CH2:5]([O:12][C:13]1[CH:14]=[C:15]([C@H:27]2[C@@H:36]([C:37]([OH:39])=O)[C:35]3[C:30](=[CH:31][C:32]([O:42][CH3:43])=[C:33]([O:40][CH3:41])[CH:34]=3)[C:29](=[O:44])[N:28]2[CH3:45])[CH:16]=[CH:17][C:18]=1[O:19][CH2:20][C:21]1[CH:26]=[CH:25][CH:24]=[CH:23][CH:22]=1)[C:6]1[CH:11]=[CH:10][CH:9]=[CH:8][CH:7]=1>C1C=CC=CC=1>[CH2:5]([O:12][C:13]1[C:18]([O:19][CH2:20][C:21]2[CH:22]=[CH:23][CH:24]=[CH:25][CH:26]=2)=[CH:17][C:16]2[C:37](=[O:39])[C:36]3[C:35]4[C:30](=[CH:31][C:32]([O:42][CH3:43])=[C:33]([O:40][CH3:41])[CH:34]=4)[C:29](=[O:44])[N:28]([CH3:45])[C:27]=3[C:15]=2[CH:14]=1)[C:6]1[CH:7]=[CH:8][CH:9]=[CH:10][CH:11]=1. Procedure details: Thionyl chloride (15 mL) was added with stirring to the cis acid 12h (1.2 g, 2.2 mmol). The result was an orange mixture that became dark red within 15 min. After 6 h, the reaction mixture was diluted with benzene (25 mL) and evaporated to dryness. Chloroform (7 mL) was added to the purple solid and the solid was collected and washed with ether to give a light purple solid (0.75 g, 64%): mp 238-240° C.; IR (thin film) 3027, 2963, 1685, 1649, 1493, 1458, 1252, 1203, 1088, 1014 cm−1; 1H NMR (CDCl3...